This data is from the Open Reaction Database (ORD), a public repository of structured organic reaction records. The task is: describe an organic reaction: reactants, conditions, products, and yield Reactants: FC=1C=C2CCC(C2=CC1)NC1=NC2=CC=C(C=C2C=C1)N (rac-N2-(5-fluoro-indan-1-yl)-quinoline-2,6-diamine), CN1CCN(CC1)CC(=O)O ((4-methyl-piperazin-1-yl)-acetic acid). The product is FC=1C=C2CCC(C2=CC1)NC1=NC2=CC=C(C=C2C=C1)NC(CN1CCN(CC1)C)=O (rac-N-[2-(5-Fluoro-indan-1-ylamino)-quinolin-6-yl]-2-(4-methyl-piperazin-1-yl)-acetamide). Reaction SMILES: [F:1][C:2]1[CH:3]=[C:4]2[C:8](=[CH:9][CH:10]=1)[CH:7]([NH:11][C:12]1[CH:21]=[CH:20][C:19]3[C:14](=[CH:15][CH:16]=[C:17]([NH2:22])[CH:18]=3)[N:13]=1)[CH2:6][CH2:5]2.[CH3:23][N:24]1[CH2:29][CH2:28][N:27]([CH2:30][C:31](O)=[O:32])[CH2:26][CH2:25]1>>[F:1][C:2]1[CH:3]=[C:4]2[C:8](=[CH:9][CH:10]=1)[CH:7]([NH:11][C:12]1[CH:21]=[CH:20][C:19]3[C:14](=[CH:15][CH:16]=[C:17]([NH:22][C:31](=[O:32])[CH2:30][N:27]4[CH2:28][CH2:29][N:24]([CH3:23])[CH2:25][CH2:26]4)[CH:18]=3)[N:13]=1)[CH2:6][CH2:5]2. Procedure: The title compound was prepared in accordance with the general method 14 described in example 119 from rac-N2-(5-fluoro-indan-1-yl)-quinoline-2,6-diamine and (4-methyl-piperazin-1-yl)-acetic acid; MS: m/e=434.3 (M+H+). The product is Brc1csc2cccnc12. Reactants: BrBr, Br, O=C([O-])O, ClC(Cl)Cl, [K+], [K+], [Mg+2], [Na+], O=S(=O)([O-])[O-], O, O=P([O-])([O-])O, c1cnc2ccsc2c1. Reaction SMILES: [Br:28][Br:29].[Br:30].[C:10](=[O:11])([OH:12])[O-:13].[Cl:31][CH:32]([Cl:33])[Cl:34].[K+:20].[K+:21].[Mg+2:22].[Na+:14].[O-:23][S:24]([O-:25])(=[O:26])=[O:27].[OH2:35].[P:15]([O-:16])([O-:17])([OH:18])=[O:19].[s:1]1[cH:2][cH:3][c:4]2[n:5][cH:6][cH:7][cH:8][c:9]12>>[s:1]1[cH:2][c:3]([Br:28])[c:4]2[n:5][cH:6][cH:7][cH:8][c:9]12. The reactants are [N+](=O)([O-])C=1C=CC(=C(C1)O)C(C(F)(F)F)(F)F (5-nitro-2-pentafluoroethylphenol), Cl.ClCCN1CCCC1 (1-(2-chloroethyl)pyrrolidine hydrochloride), CN(C)C=O (DMF), C(=O)([O-])[O-].[K+].[K+] (K2CO3). Run in CCOC(=O)C (EtOAc). Run at temperature 70 celsius. Product: [N+](=O)([O-])C=1C=CC(=C(OCCN2CCCC2)C1)C(C(F)(F)F)(F)F (1-[2-(5-Nitro-2-pentafluoroethyl-phenoxy)-ethyl]-pyrrolidine). Reaction SMILES: [N+:1]([C:4]1[CH:5]=[CH:6][C:7]([C:11]([F:17])([F:16])[C:12]([F:15])([F:14])[F:13])=[C:8]([OH:10])[CH:9]=1)([O-:3])=[O:2].Cl.Cl[CH2:20][CH2:21][N:22]1[CH2:26][CH2:25][CH2:24][CH2:23]1.CN(C=O)C.C([O-])([O-])=O.[K+].[K+]>CCOC(C)=O>[N+:1]([C:4]1[CH:5]=[CH:6][C:7]([C:11]([F:16])([F:17])[C:12]([F:13])([F:14])[F:15])=[C:8]([CH:9]=1)[O:10][CH2:20][CH2:21][N:22]1[CH2:26][CH2:25][CH2:24][CH2:23]1)([O-:3])=[O:2] |f:1.2,4.5.6|. Procedure: A flask was charged with 5-nitro-2-pentafluoroethylphenol (3.67 g, 14.2 mmol), 1-(2-chloroethyl)pyrrolidine hydrochloride (9.71 g, 57.1 mmol), DMF (20 mL) and combined with K2CO3 (5.9 g, 42.1 mmol) and heated to 70° C. for 24 h. The reaction was cooled to RT, taken up in to EtOAc and washed with 2N NaOH, and brine. The organic layer was dried with MgSO4, filtered and concentrated in vacuo. The aqueous layer was acidified, extracted with EtOAc and dried with MgSO4, filtered, concentrated in vacuo... Starting materials: FC(OC1=CC=C(CN2C(NC3=C2C=CC=C3)=O)C=C1)(F)F (1-(4-trifluoromethoxybenzyl)-1,3-dihydrobenzimidazol-2-one), [I-].[K+] (potassium iodide), ice, Cl (hydrochloric acid), [N+](=O)([O-])C1=CC=C(CBr)C=C1 (4-nitrobenzyl bromide), C([O-])([O-])=O.[K+].[K+] (potassium carbonate). The solvent is O (H2O), CN(C)C=O (DMF). Run at time 1 hour. Product: [N+](=O)([O-])C1=CC=C(CN2C(N(C3=C2C=CC=C3)CC3=CC=C(C=C3)OC(F)(F)F)=O)C=C1 (1-(4-nitrobenzyl)-3-(4-trifluoromethoxybenzyl)-1,3-dihydrobenzimidazol-2-one). Reaction SMILES: [F:1][C:2]([F:22])([F:21])[O:3][C:4]1[CH:20]=[CH:19][C:7]([CH2:8][N:9]2[C:13]3[CH:14]=[CH:15][CH:16]=[CH:17][C:12]=3[NH:11][C:10]2=[O:18])=[CH:6][CH:5]=1.[N+:23]([C:26]1[CH:33]=[CH:32][C:29]([CH2:30]Br)=[CH:28][CH:27]=1)([O-:25])=[O:24].C(=O)([O-])[O-].[K+].[K+].[I-].[K+].Cl>O.CN(C=O)C>[N+:23]([C:26]1[CH:33]=[CH:32][C:29]([CH2:30][N:11]2[C:12]3[CH:17]=[CH:16][CH:15]=[CH:14][C:13]=3[N:9]([CH2:8][C:7]3[CH:19]=[CH:20][C:4]([O:3][C:2]([F:1])([F:21])[F:22])=[CH:5][CH:6]=3)[C:10]2=[O:18])=[CH:28][CH:27]=1)([O-:25])=[O:24] |f:2.3.4,5.6|. Reported procedure: To a solution of compound R (770 mg, 2.5 mmol) in abs. DMF (20 mL) there were added 4-nitrobenzyl bromide (540 mg, 2.5 mmol), potassium carbonate (828 mg, 6 mmol), and a catalytic amount of potassium iodide under a blanket of argon. The reaction mixture was heated to from 80° to 85° C. over a period of 5 h. Following cooling, the reaction mixture was poured into a mixture of ice (200 g) and 2N hydrochloric acid solution in H2O (10 mL), and the reaction mixture was stirred for 1 hour. The resulti... The reactants are COC(=O)c1cncc(CN2CCCC(N(Cc3cc(C(F)(F)F)cc(C(F)(F)F)c3)c3nnn(C)n3)c3cc(C)c(C(F)(F)F)cc32)c1, CO, Cl, [Na+], [OH-]. The product is Cl, Cc1cc2c(cc1C(F)(F)F)N(Cc1cncc(C(=O)O)c1)CCCC2N(Cc1cc(C(F)(F)F)cc(C(F)(F)F)c1)c1nnn(C)n1. Reaction SMILES: [CH3:3][O:4][C:5]([c:6]1[cH:7][n:8][cH:9][c:10]([CH2:12][N:13]2[c:14]3[c:15]([cH:42][c:43]([CH3:50])[c:44]([C:46]([F:47])([F:48])[F:49])[cH:45]3)[CH:16]([N:20]([c:21]3[n:22][n:23][n:24]([CH3:26])[n:25]3)[CH2:27][c:28]3[cH:29][c:30]([C:38]([F:39])([F:40])[F:41])[cH:31][c:32]([C:34]([F:35])([F:36])[F:37])[cH:33]3)[CH2:17][CH2:18][CH2:19]2)[cH:11]1)=[O:51].[CH3:53][OH:54].[ClH:52].[Na+:2].[OH-:1]>>[ClH:52].[O:4]=[C:5]([c:6]1[cH:7][n:8][cH:9][c:10]([CH2:12][N:13]2[c:14]3[c:15]([cH:42][c:43]([CH3:50])[c:44]([C:46]([F:47])([F:48])[F:49])[cH:45]3)[CH:16]([N:20]([c:21]3[n:22][n:23][n:24]([CH3:26])[n:25]3)[CH2:27][c:28]3[cH:29][c:30]([C:38]([F:39])([F:40])[F:41])[cH:31][c:32]([C:34]([F:35])([F:36])[F:37])[cH:33]3)[CH2:17][CH2:18][CH2:19]2)[cH:11]1)[OH:51]. Reactants: CCO, C[SH]=C(N)NN, I, NCCCN1CCCCC1. Yields the product N=C(NN)NCCCN1CCCCC1, I. RXN SMILES: [CH3:18][CH2:19][OH:20].[CH3:2][SH:3]=[C:4]([NH:5][NH2:6])[NH2:7].[IH:1].[N:8]1([CH2:14][CH2:15][CH2:16][NH2:17])[CH2:9][CH2:10][CH2:11][CH2:12][CH2:13]1>>[C:4]([NH:5][NH2:6])(=[NH:7])[NH:17][CH2:16][CH2:15][CH2:14][N:8]1[CH2:9][CH2:10][CH2:11][CH2:12][CH2:13]1.[IH:1]. Reactants: COC(\C=C\C=1C=CC2=C(C(NC3(CCN(CC3)C(=O)OC(C)(C)C)O2)=O)C1)=O ((E)-3-{1′-tert-Butoxycarbonyl-3,4-dihydro-4-oxo-spiro[2H-(1,3)-benzoxazine-2,4′-piperidin]-6-yl}-acrylic acid methyl ester), Cl (HCl), COC(\C=C\C=1C=C2C(CC3(CCN(CC3)C(=O)OC(C)(C)C)OC2=CC1)=O)=O ((E)-3-{1′-tert-butoxycarbonyl-4-oxo-spiro[chromane-2,4′-piperidine]-6-yl}-acrylic acid methyl ester), hydrochloride salt. The product is COC(\C=C\C=1C=CC2=C(C(NC3(CCNCC3)O2)=O)C1)=O ((E)-3-{-3,4-dihydro-4-oxo-spiro[2H-(1,3)-benzoxazine-2,4′-piperidin]-6-yl}-acrylic acid methyl ester). The yield is 76.5%. Reaction SMILES: [CH3:1][O:2][C:3](=[O:29])/[CH:4]=[CH:5]/[C:6]1[CH:7]=[CH:8][C:9]2[O:26][C:13]3([CH2:18][CH2:17][N:16](C(OC(C)(C)C)=O)[CH2:15][CH2:14]3)[NH:12][C:11](=[O:27])[C:10]=2[CH:28]=1.Cl.COC(=O)/C=C/C1C=C2C(=CC=1)OC1(CCN(C(OC(C)(C)C)=O)CC1)CC2=O>>[CH3:1][O:2][C:3](=[O:29])/[CH:4]=[CH:5]/[C:6]1[CH:7]=[CH:8][C:9]2[O:26][C:13]3([CH2:18][CH2:17][NH:16][CH2:15][CH2:14]3)[NH:12][C:11](=[O:27])[C:10]=2[CH:28]=1. Reported procedure: (E)-3-{1′-tert-Butoxycarbonyl-3,4-dihydro-4-oxo-spiro[2H-(1,3)-benzoxazine-2,4′-piperidin]-6-yl}-acrylic acid methyl ester (1.20 g, 3.0 mmol) was deprotected with HCl according to the procedure for preparation of Intermediate 1, Step C, giving (E)-3-{-3,4-dihydro-4-oxo-spiro[2H-(1,3)-benzoxazine-2,4′-piperidin]-6-yl}-acrylic acid methyl ester (694 mg) as its hydrochloride salt.